Task: describe an organic reaction: reactants, conditions, products, and yield. Dataset: the Open Reaction Database (ORD), a public repository of structured organic reaction records Starting materials: C1CCOC1, CNCCN(C)C, CI, [Li]CCCC, Cl, O=Cc1ccc2c(c1)OCCO2. The product is Cc1c(C=O)ccc2c1OCCO2. As a reaction SMILES: [CH2:27]1[O:28][CH2:29][CH2:30][CH2:31]1.[CH3:1][N:2]([CH3:3])[CH2:4][CH2:5][NH:6][CH3:7].[CH3:25][I:26].[CH3:8][CH2:9][CH2:10][CH2:11][Li:12].[ClH:32].[O:13]1[CH2:14][CH2:15][O:16][c:17]2[c:18]1[cH:19][cH:20][c:21]([CH:23]=[O:24])[cH:22]2>>[CH3:1][c:22]1[c:17]2[c:18]([cH:19][cH:20][c:21]1[CH:23]=[O:24])[O:13][CH2:14][CH2:15][O:16]2. Starting materials: N#Cc1ccc2[nH]cc(CCCC(=O)O)c2c1, c1ccc(CC2CCCNC2)cc1, CC#N, N#Cc1ccc2[nH]cc(CCCCCl)c2c1. The product is N#Cc1ccc2[nH]cc(CCCCC3(Cc4ccccc4)CCCNC3)c2c1, Cl. As a reaction SMILES: [C:30]([c:31]1[cH:32][c:33]2[c:34]([cH:35][cH:36]1)[nH:37][cH:38][c:39]2[CH2:40][CH2:41][CH2:42][C:43]([OH:44])=[O:45])#[N:46].[CH2:1]([c:2]1[cH:3][cH:4][cH:5][cH:6][cH:7]1)[CH:8]1[CH2:9][NH:10][CH2:11][CH2:12][CH2:13]1.[CH3:47][C:48]#[N:49].[Cl:14][CH2:15][CH2:16][CH2:17][CH2:18][c:19]1[cH:20][nH:21][c:22]2[cH:23][cH:24][c:25]([C:28]#[N:29])[cH:26][c:27]12>>[CH2:1]([c:2]1[cH:3][cH:4][cH:5][cH:6][cH:7]1)[C:8]1([CH2:15][CH2:16][CH2:17][CH2:18][c:19]2[cH:20][nH:21][c:22]3[cH:23][cH:24][c:25]([C:28]#[N:29])[cH:26][c:27]23)[CH2:9][NH:10][CH2:11][CH2:12][CH2:13]1.[ClH:14]. Starting materials: C1(=C(C=CC=C1)N)N (o-phenylenediamine), C(C)(=O)OC(C)=O (acetic anhydride), S(=O)(O)[O-].[Na+] (sodium hydrogensulfite), BrBr (bromine). Solvent: C(C)(=O)O (acetic acid), ice water, ice water, C(C)(=O)O (acetic acid). Reaction conditions: time 40 minute. The product is BrC1=CC(=C(C=C1)N)N (4-bromo-o-phenylenediamine). As a reaction SMILES: [C:1]1([NH2:8])[CH:6]=[CH:5][CH:4]=[CH:3][C:2]=1[NH2:7].C(OC(=O)C)(=O)C.[Br:16]Br.S([O-])(O)=O.[Na+]>C(O)(=O)C>[Br:16][C:5]1[CH:4]=[CH:3][C:2]([NH2:7])=[C:1]([NH2:8])[CH:6]=1 |f:3.4|. Procedure: A mixture of o-phenylenediamine (5 g, 46.2 mmol), acetic acid (40 ml) and acetic anhydride (10.4 g, 102 mmol) was cooled in ice water, to which a solution of bromine (8.9 g, 55.4 mmol) in acetic acid (10 ml) was added and the reaction mixture was stirred for 40 minutes at 50°-55° C. and then the mixture was poured into a solution of sodium hydrogensulfite (1.5 g) in ice water (300 ml). The reactants are NC=1C=CC(=NC1)OCCOC1=C(C(=NC=N1)NS(=O)(=O)C1=CC=C(C=C1)C(C)(C)C)C1=CC=C(C=C1)C (N-{6-{2-(5-Aminopyridin-2-yloxy)ethoxy}-5-(4-methylphenyl)pyrimidin-4-yl}-4-tert-butylbenzenesulfonamide), C(C)(=O)OC(C)=O (acetic anhydride). Yields the product C(C)(C)(C)C1=CC=C(C=C1)S(=O)(=O)NC1=C(C(=NC=N1)OCCOC1=CC=C(C=N1)NC(C)=O)C1=CC=C(C=C1)C (N-[6-[2-{6-(4-tert-butylphenylsulfonylamino)-5-(4-methylphenyl)pyrimidin-4-yloxy}ethoxy]pyridin-3-yl]-acetamide). Reaction SMILES: [NH2:1][C:2]1[CH:3]=[CH:4][C:5]([O:8][CH2:9][CH2:10][O:11][C:12]2[N:17]=[CH:16][N:15]=[C:14]([NH:18][S:19]([C:22]3[CH:27]=[CH:26][C:25]([C:28]([CH3:31])([CH3:30])[CH3:29])=[CH:24][CH:23]=3)(=[O:21])=[O:20])[C:13]=2[C:32]2[CH:37]=[CH:36][C:35]([CH3:38])=[CH:34][CH:33]=2)=[N:6][CH:7]=1.[C:39](OC(=O)C)(=[O:41])[CH3:40]>>[C:28]([C:25]1[CH:26]=[CH:27][C:22]([S:19]([NH:18][C:14]2[N:15]=[CH:16][N:17]=[C:12]([O:11][CH2:10][CH2:9][O:8][C:5]3[N:6]=[CH:7][C:2]([NH:1][C:39](=[O:41])[CH3:40])=[CH:3][CH:4]=3)[C:13]=2[C:32]2[CH:37]=[CH:36][C:35]([CH3:38])=[CH:34][CH:33]=2)(=[O:21])=[O:20])=[CH:23][CH:24]=1)([CH3:31])([CH3:30])[CH3:29]. Procedure: N-{6-{2-(5-Aminopyridin-2-yloxy)ethoxy}-5-(4-methylphenyl)pyrimidin-4-yl}-4-tert-butylbenzenesulfonamide and acetic anhydride are treated in the same manner as in Example 135 to give N-[6-[2-{6-(4-tert-butylphenylsulfonylamino)-5-(4-methylphenyl)pyrimidin-4-yloxy}ethoxy]pyridin-3-yl]-acetamide. RXN SMILES: [Br:18][C:19]([C:20](=[O:21])[O:22][CH2:23][CH3:24])([CH3:25])[CH3:26].[C:12](=[O:13])([O-:14])[O-:15].[CH3:27][C:28]#[N:29].[CH3:30][CH2:31][O:32][C:33](=[O:34])[CH3:35].[Cs+:16].[Cs+:17].[OH:1][c:2]1[c:3]([CH3:11])[cH:4][c:5]([C:8]([CH3:9])=[O:10])[cH:6][cH:7]1>>[O:1]([c:2]1[c:3]([CH3:11])[cH:4][c:5]([C:8]([CH3:9])=[O:10])[cH:6][cH:7]1)[C:19]([C:20](=[O:21])[O:22][CH2:23][CH3:24])([CH3:25])[CH3:26]. The product is CCOC(=O)C(C)(C)Oc1ccc(C(C)=O)cc1C. Starting materials: CCOC(=O)C(C)(C)Br, O=C([O-])[O-], CC#N, CCOC(C)=O, [Cs+], [Cs+], CC(=O)c1ccc(O)c(C)c1.